From a dataset of the Open Reaction Database (ORD), a public repository of structured organic reaction records. describe an organic reaction: reactants, conditions, products, and yield Reaction SMILES: [O:1]1[C:10]2[C:5](=[CH:6][CH:7]=[CH:8][CH:9]=2)[C:4](=[O:11])[CH:3]=[C:2]1[C:12](Cl)=[O:13].[Cl-].[Al+3].[Cl-].[Cl-]>C1(OC)C=CC=CC=1>[CH3:2][O:1][C:10]1[CH:5]=[CH:6][C:7]([C:12]([C:2]2[O:1][C:10]3[C:5]([C:4](=[O:11])[CH:3]=2)=[CH:6][CH:7]=[CH:8][CH:9]=3)=[O:13])=[CH:8][CH:9]=1 |f:1.2.3.4|. Procedure: Combine chromone-2-carboxylic acid chloride (10 mmol), and aluminum chloride (30 mmol) in anisole (70 mL). Heat at reflux for 24 hours. Pour the reaction mixture into ice-water (150 mL). Extract twice with dichloromethane. Dry the separated organic layers over MgSO4, filter, and evaporate in vacuo. Chromatograph on silica gel to give the title compound. The product is COC1=CC=C(C(=O)C=2OC3=CC=CC=C3C(C2)=O)C=C1 (2-(4-Methoxybenzoyl)-chromone). Solvent: C1(=CC=CC=C1)OC (anisole). Reactants: O1C(=CC(C2=CC=CC=C12)=O)C(=O)Cl (chromone-2-carboxylic acid chloride), [Cl-].[Al+3].[Cl-].[Cl-] (aluminum chloride), ice water. Reactants: CC(=O)CNC1CCN(c2ccc(NC(=O)C3(c4ccc(O)cc4)CC3)cc2)C1, CCCCBr. As a reaction SMILES: [C:1]([CH3:2])(=[O:3])[CH2:4][NH:5][CH:6]1[CH2:7][N:8]([c:11]2[cH:12][cH:13][c:14]([NH:17][C:18](=[O:19])[C:20]3([c:23]4[cH:24][cH:25][c:26]([OH:29])[cH:27][cH:28]4)[CH2:21][CH2:22]3)[cH:15][cH:16]2)[CH2:9][CH2:10]1.[CH2:30]([CH2:31][CH2:32][CH3:33])[Br:34]>>[C:1]([CH3:2])(=[O:3])[CH2:4][NH:5][CH:6]1[CH2:7][N:8]([c:11]2[cH:12][cH:13][c:14]([NH:17][C:18](=[O:19])[C:20]3([c:23]4[cH:24][cH:25][c:26]([O:29][CH2:30][CH2:31][CH2:32][CH3:33])[cH:27][cH:28]4)[CH2:21][CH2:22]3)[cH:15][cH:16]2)[CH2:9][CH2:10]1. The product is CCCCOc1ccc(C2(C(=O)Nc3ccc(N4CCC(NCC(C)=O)C4)cc3)CC2)cc1. The reactants are CC(O)(C#N)C12CC3CC(CC(C3)C1)C2, C1C2CC3CC1CC(C2)C3, O=P(Cl)(Cl)Cl, c1ccncc1. Yields the product C=C(C#N)C12CC3CC(CC(C3)C1)C2. RXN SMILES: [C:1](#[N:2])[C:3]([CH3:4])([OH:5])[C:6]12[CH2:7][CH:8]3[CH2:9][CH:10]([CH2:11][CH:12]([CH2:13]1)[CH2:14]3)[CH2:15]2.[CH2:21]1[CH:22]2[CH2:23][CH:24]3[CH2:25][CH:26]([CH2:27]2)[CH2:28][CH:29]1[CH2:30]3.[P:16]([Cl:17])([Cl:18])([Cl:19])=[O:20].[cH:31]1[cH:32][cH:33][n:34][cH:35][cH:36]1>>[C:1](#[N:2])[C:3](=[CH2:4])[C:6]12[CH2:7][CH:8]3[CH2:9][CH:10]([CH2:11][CH:12]([CH2:13]1)[CH2:14]3)[CH2:15]2. Reactants: CCN1CCc2[nH]c3ccccc3c2C1, CC(C)NC(C)C, ClCc1ccccc1, O=C([O-])C(F)(F)F. The product is CCN1CCc2c(c3ccccc3n2Cc2ccccc2)C1. Reaction SMILES: [CH2:1]([CH3:2])[N:3]1[CH2:4][c:5]2[c:6]([nH:7][c:8]3[cH:9][cH:10][cH:11][cH:12][c:13]23)[CH2:14][CH2:15]1.[CH:31]([NH:32][CH:33]([CH3:34])[CH3:35])([CH3:36])[CH3:37].[Cl:16][CH2:17][c:18]1[cH:19][cH:20][cH:21][cH:22][cH:23]1.[O-:24][C:25]([C:26]([F:27])([F:28])[F:29])=[O:30]>>[CH2:1]([CH3:2])[N:3]1[CH2:4][c:5]2[c:6]([n:7]([CH2:17][c:18]3[cH:19][cH:20][cH:21][cH:22][cH:23]3)[c:8]3[cH:9][cH:10][cH:11][cH:12][c:13]23)[CH2:14][CH2:15]1. Reactants: Cl.N=C1C=NN(C=C1)C1=CC=CC=C1 (1,4-dihydro-4-imino-1-phenylpyridazine hydrochloride), C(C)(=O)OC(C)=O (acetic anhydride). Product: Cl.C(C)(=O)N=C1C=NN(C=C1)C1=CC=CC=C1 (4-acetylimino-1,4-dihydro-1-phenylpyridazine hydrochloride). Yield: 74.0%. RXN SMILES: [ClH:1].[NH:2]=[C:3]1[CH:8]=[CH:7][N:6]([C:9]2[CH:14]=[CH:13][CH:12]=[CH:11][CH:10]=2)[N:5]=[CH:4]1.[C:15](OC(=O)C)(=[O:17])[CH3:16]>>[ClH:1].[C:15]([N:2]=[C:3]1[CH:8]=[CH:7][N:6]([C:9]2[CH:10]=[CH:11][CH:12]=[CH:13][CH:14]=2)[N:5]=[CH:4]1)(=[O:17])[CH3:16] |f:0.1,3.4|. Procedure: 15.0 g (72.2 millimoles) of 1,4-dihydro-4-imino-1-phenylpyridazine hydrochloride in 100 ml of acetic anhydride were heated at 100° C. for 2 hours, while stirring. The mixture was cooled and then filtered under suction, and the residue was washed with acetone and recrystallized from ethanol. 13.3 g (74% of theory) of 4-acetylimino-1,4-dihydro-1-phenylpyridazine hydrochloride were isolated as colorless crystals of melting point 257°-260° C. Yields the product C(C1=CC=CC=C1)C=1C=C(OC1)C=O (4-benzyl-furan-2-carbaldehyde). Isolated yield 40.8%. Starting materials: C(=O)C1=CC(=CO1)B1OC(C)(C)C(C)(C)O1 (5-formylfuran-3-boronic acid pinacol ester), P(=O)(OCC1=CC=CC=C1)(OCC)OCC (benzyl diethyl phosphate), C(C1=CC=CC=C1)C1=CC=C(O1)C=O (5-benzyl-furan-2-carbaldehyde). Reaction SMILES: [CH:1]([C:3]1[O:7][CH:6]=[C:5](B2OC(C)(C)C(C)(C)O2)[CH:4]=1)=[O:2].P(OCC)(OCC)(O[CH2:20][C:21]1[CH:26]=[CH:25][CH:24]=[CH:23][CH:22]=1)=O.C(C1OC(C=O)=CC=1)C1C=CC=CC=1>CC#N.C(O)(C)C.CC([O-])=O.CC([O-])=O.[Pd+2]>[CH2:20]([C:5]1[CH:4]=[C:3]([CH:1]=[O:2])[O:7][CH:6]=1)[C:21]1[CH:26]=[CH:25][CH:24]=[CH:23][CH:22]=1 |f:3.4,5.6.7|. Reagents/catalysts: CC(=O)[O-].CC(=O)[O-].[Pd+2] (Pd(OAc)2). Procedure details: The title compound was synthesized from 5-formylfuran-3-boronic acid pinacol ester (878 mg, 3.95 mmol), and benzyl diethyl phosphate (1.25 g, 5.14 mmol) using the same conditions used to synthesize 5-benzyl-furan-2-carbaldehyde, with the exception that TPP and Pd(OAc)2 were dissolved in 2:1 CH3CN/isopropyl alcohol. Purification by flash chromatography yielded 4-benzyl-furan-2-carbaldehyde as a white solid (300 mg, 41%). 1H NMR (400 MHz, CDCl3) δ ppm 9.56 (s, 1 H) 7.29-7.38 (m, 3 H) 7.24-7.28 (m,... Solvent: CC#N.C(C)(C)O (CH3CN isopropyl alcohol). The reactants are O=C=Nc1ccc([N+](=O)[O-])cc1, c1ccccc1, OCc1cccnc1. The product is O=C(Nc1ccc([N+](=O)[O-])cc1)OCc1cccnc1. Reaction SMILES: [N+:1](=[O:2])([O-:3])[c:4]1[cH:5][cH:6][c:7]([N:10]=[C:11]=[O:12])[cH:8][cH:9]1.[cH:21]1[cH:22][cH:23][cH:24][cH:25][cH:26]1.[n:13]1[cH:14][c:15]([CH2:19][OH:20])[cH:16][cH:17][cH:18]1>>[N+:1](=[O:2])([O-:3])[c:4]1[cH:5][cH:6][c:7]([NH:10][C:11](=[O:12])[O:20][CH2:19][c:15]2[cH:14][n:13][cH:18][cH:17][cH:16]2)[cH:8][cH:9]1. The reactants are O=C(O)C1C[C@H]1c1ccccc1, NCc1ccc(Br)cc1. Reagents/catalysts: C1CCC(CC1)N=C=NC2CCCCC2 (DCC). Run in CN(C)C=O (DMF), CN(C)C=O (DMF), CN(C)C=O (DMF), CN(C)C=O (DMF), CN(C)C=O (DMF), CN(C)C=O (DMF). Conditions: temperature 25 celsius, time 2 hour. Product: O=C(NCc1ccc(Br)cc1)C1C[C@H]1c1ccccc1. Isolated yield 8.5%. Reaction SMILES: NCc1ccc(Br)cc1.O=C(O)C1C[C@H]1c1ccccc1.C1CCC(CC1)N=C=NC2CCCCC2.CN(C)C=O>>O=C(NCc1ccc(Br)cc1)C1C[C@H]1c1ccccc1. Reactants: NC1=NNC=C1 (3-aminopyrazole), O\C=C\1/C(NC2=CC=CC=C12)=O (Z-3-[(hydroxy)-methylene]-1,3-dihydro-indol-2-one), C(C)OC1=CC=C(C=C1)C=1C=C(NN1)N (5-(4-ethoxy-phenyl)-2H-pyrazol-3-ylamine). The solvent is O1CCCC1 (tetrahydrofuran). Product: C(C)OC1=CC=C(C=C1)C=1C=C(NN1)NC=C1C(NC2=CC=CC=C12)=O (3-{[5-(4-Ethoxy-phenyl)-2H-pyrazol-3-ylamino]-methylene}-1,3-dihydro-indol-2-one). Reaction SMILES: NC1C=CNN=1.O/[CH:8]=[C:9]1\[C:10](=[O:18])[NH:11][C:12]2[C:17]\1=[CH:16][CH:15]=[CH:14][CH:13]=2.[CH2:19]([O:21][C:22]1[CH:27]=[CH:26][C:25]([C:28]2[CH:29]=[C:30]([NH2:33])[NH:31][N:32]=2)=[CH:24][CH:23]=1)[CH3:20]>O1CCCC1>[CH2:19]([O:21][C:22]1[CH:27]=[CH:26][C:25]([C:28]2[CH:29]=[C:30]([NH:33][CH:8]=[C:9]3[C:17]4[C:12](=[CH:13][CH:14]=[CH:15][CH:16]=4)[NH:11][C:10]3=[O:18])[NH:31][N:32]=2)=[CH:24][CH:23]=1)[CH3:20]. Procedure: The named compound is prepared by substituting 5-(4-ethoxy-phenyl)-2H-pyrazol-3-ylamine for 3-aminopyrazole in the reaction of Example 1. Specifically, E & Z-3-[(hydroxy)-methylene]-1,3-dihydro-indol-2-one (0.100 gms.) is reacted with 0.2635 gms. 5-(4-ethoxy-phenyl)-2H-pyrazol-3-ylamine by refluxing in tetrahydrofuran (2.0 mL) overnight.